This data is from the Open Reaction Database (ORD), a public repository of structured organic reaction records. The task is: describe an organic reaction: reactants, conditions, products, and yield Procedure: To 38 mg (0.059 mmole) of the compound obtained in step 2 of Example 1 was added 1 ml of 3% hydrogen chloride/methanol solution and the resulting solution was stirred for 10 minutes at room temperature. After being added with a small amount of Na2CO3, the resultant was concentrated under reduced pressure and purified with silica gel column chromatography to obtain 26.6 mg of the title compound (yield 78.9%). The product is C(CCC)C1=NC(=C(N1CC1=CC=C(C=C1)C1=C(C=CC=C1)C1=NN=NN1)C(=O)C1=NC(=CC=C1)C(OC)OC)Cl ({2-butyl-5-chloro-3-[(2'-(1H-tetrazol-5-yl)biphenyl-4-yl)methyl]-3H-imidazol-4-yl}[6-(dimethoxymethyl)pyridin-2-yl]methanone). Reaction conditions: time 10 minute. The reactants are C(CCC)C1=NC(=C(N1CC1=CC=C(C=C1)C1=C(C=CC=C1)C1=NN=NN1C(C)OCC)C(=O)C1=NC(=CC=C1)C(OC)OC)Cl ({2-butyl-5-chloro-3-[(2'-(1-(1-ethoxyethyl)-1H-tetrazol-5-yl)biphenyl-4-yl)methyl]-3H-imidazol-4-yl}[6-(dimethoxymethyl)pyridin-2-yl]methanone), Cl.CO (hydrogen chloride methanol), C(=O)([O-])[O-].[Na+].[Na+] (Na2CO3). Yield: 78.8%. RXN SMILES: [CH2:1]([C:5]1[N:9]([CH2:10][C:11]2[CH:16]=[CH:15][C:14]([C:17]3[CH:22]=[CH:21][CH:20]=[CH:19][C:18]=3[C:23]3[N:27](C(OCC)C)[N:26]=[N:25][N:24]=3)=[CH:13][CH:12]=2)[C:8]([C:33]([C:35]2[CH:40]=[CH:39][CH:38]=[C:37]([CH:41]([O:44][CH3:45])[O:42][CH3:43])[N:36]=2)=[O:34])=[C:7]([Cl:46])[N:6]=1)[CH2:2][CH2:3][CH3:4].Cl.CO.C([O-])([O-])=O.[Na+].[Na+]>>[CH2:1]([C:5]1[N:9]([CH2:10][C:11]2[CH:12]=[CH:13][C:14]([C:17]3[CH:22]=[CH:21][CH:20]=[CH:19][C:18]=3[C:23]3[NH:27][N:26]=[N:25][N:24]=3)=[CH:15][CH:16]=2)[C:8]([C:33]([C:35]2[CH:40]=[CH:39][CH:38]=[C:37]([CH:41]([O:42][CH3:43])[O:44][CH3:45])[N:36]=2)=[O:34])=[C:7]([Cl:46])[N:6]=1)[CH2:2][CH2:3][CH3:4] |f:1.2,3.4.5|. Starting materials: C\C(=C/C1=CC=C(C(=O)OCC)C=C1)\C1=CC=C(C=C1)OCC=C(C)C (ethyl 4-(E-2-methyl-2-(4-(3-methyl-2-butenoxy)phenyl)ethenyl)benzoate), [OH-].[K+] (potassium hydroxide), Cl (hydrochloric acid). Solvent: C(C)O (ethanol), C(C)O (ethanol), O (water), CCOCC (ether). Run at time 18 hour. Product: C\C(=C/C1=CC=C(C(=O)O)C=C1)\C1=CC=C(C=C1)OCC=C(C)C (4-(E-2-methyl-2-(4-(3-methyl-2-butenoxy)phenyl)ethenyl)benzoic acid). As a reaction SMILES: [CH3:1]/[C:2](/[C:15]1[CH:20]=[CH:19][C:18]([O:21][CH2:22][CH:23]=[C:24]([CH3:26])[CH3:25])=[CH:17][CH:16]=1)=[CH:3]\[C:4]1[CH:14]=[CH:13][C:7]([C:8]([O:10]CC)=[O:9])=[CH:6][CH:5]=1.[OH-].[K+].Cl>C(O)C.O.CCOCC>[CH3:1]/[C:2](/[C:15]1[CH:16]=[CH:17][C:18]([O:21][CH2:22][CH:23]=[C:24]([CH3:26])[CH3:25])=[CH:19][CH:20]=1)=[CH:3]\[C:4]1[CH:14]=[CH:13][C:7]([C:8]([OH:10])=[O:9])=[CH:6][CH:5]=1 |f:1.2|. Procedure: To a solution of 100 mg of ethyl 4-(E-2-methyl-2-(4-(3-methyl-2-butenoxy)phenyl)ethenyl)benzoate in 3 ml of ethanol under argon is added dropwise a solution of 50 mg of potassium hydroxide in 3 ml of ethanol and 1 ml of water. The mixture is stirred at room temperature for 18 hours, cooled and acidified with 3N hydrochloric acid. The resulting precipitate is dissolved in ether, the ether solution washed with saturated aqueous sodium chloride and concentrated to give a solid which is recrystalliz... Reactants: FC1=CC=C(C(=O)CC(=O)OC)C=C1 (Methyl 4-fluorobenzoylacetate), C1(C=CC(C=C1)=O)=O (p-benzoquinone). Reagents/catalysts: [Cl-].[Zn+2].[Cl-] (zinc chloride). Run in CO (methanol), C(C)OCC (diethyl ether). Reaction conditions: temperature 75 celsius, time 1 hour. Product: FC1=CC=C(C=C1)C=1OC2=C(C1C(=O)OC)C=C(C=C2)O (Methyl 2-(4-fluorophenyl)-5-hydroxy-1-benzofuran-3-carboxylate). RXN SMILES: [F:1][C:2]1[CH:14]=[CH:13][C:5]([C:6]([CH2:8][C:9]([O:11][CH3:12])=[O:10])=[O:7])=[CH:4][CH:3]=1.[C:15]1(=O)[CH:20]=[CH:19][C:18](=[O:21])[CH:17]=[CH:16]1>CO.C(OCC)C.[Cl-].[Zn+2].[Cl-]>[F:1][C:2]1[CH:3]=[CH:4][C:5]([C:6]2[O:7][C:15]3[CH:20]=[CH:19][C:18]([OH:21])=[CH:17][C:16]=3[C:8]=2[C:9]([O:11][CH3:12])=[O:10])=[CH:13][CH:14]=1 |f:4.5.6|. Reported procedure: Using oven dried glassware and under an atmosphere of nitrogen, anhydrous zinc chloride (25 g, 183 mmol) was stirred in anhydrous methanol (60 mL) then heated to a 75° C. internal temperature. Methyl 4-fluorobenzoylacetate (39.6 g, 202 mmol) was added as a single portion followed by dropwise addition of a solution of p-benzoquinone (19.83 g, 183 mmol) in anhydrous diethyl ether (500 mL) over 4 hours. This was performed with a simultaneous distillation of ether from the reaction mixture such that... Starting materials: compound, C1(=CC=CC=C1)C(=CC1CCNCC1)C1=CC=CC=C1 (4-(2,2-diphenylethenyl)piperidine), acid chloride, N1=CC(=CC=C1)CCCCCCCCC(=O)O (3-pyridinenonanoic acid). The product is C1(=CC=CC=C1)C(=CC1CCN(CC1)C(CCCCCCCCC=1C=NC=CC1)=O)C1=CC=CC=C1 (4-(2,2-diphenylethenyl)-1-[1-oxo-9-(3-pyridinyl)nonyl]piperidine). The yield is 86.0%. As a reaction SMILES: [C:1]1([C:7]([C:15]2[CH:20]=[CH:19][CH:18]=[CH:17][CH:16]=2)=[CH:8][CH:9]2[CH2:14][CH2:13][NH:12][CH2:11][CH2:10]2)[CH:6]=[CH:5][CH:4]=[CH:3][CH:2]=1.[N:21]1[CH:26]=[CH:25][CH:24]=[C:23]([CH2:27][CH2:28][CH2:29][CH2:30][CH2:31][CH2:32][CH2:33][CH2:34][C:35](O)=[O:36])[CH:22]=1>>[C:1]1([C:7]([C:15]2[CH:20]=[CH:19][CH:18]=[CH:17][CH:16]=2)=[CH:8][CH:9]2[CH2:10][CH2:11][N:12]([C:35](=[O:36])[CH2:34][CH2:33][CH2:32][CH2:31][CH2:30][CH2:29][CH2:28][CH2:27][C:23]3[CH:22]=[N:21][CH:26]=[CH:25][CH:24]=3)[CH2:13][CH2:14]2)[CH:2]=[CH:3][CH:4]=[CH:5][CH:6]=1. Procedure details: The title compound was prepared in a manner similar to that employed for the compound of Example 10 starting with 7.9 g of 4-(2,2-diphenylethenyl)piperidine and the acid chloride prepared from 8.24 g of 3-pyridinenonanoic acid. The toluene extracts were evaporated and the residue was crystallized from ether to give 12.4 g (73.7%) of 4-(2,2-diphenylethenyl)-1-[1-oxo-9-(3-pyridinyl)nonyl]piperidine, mp 82°-83° C. Analysis Calculated for C33H40N2O: C, 82.46; H, 8.39; N, 5.83. Found: C. 82.76; H. 8.... The reactants are CCO, CCOCn1nccc1C(=O)c1ccc(OCC(=O)OCC)c(Cl)c1Cl, [Na+], [OH-]. Yields the product CCOCn1nccc1C(=O)c1ccc(OCC(=O)O)c(Cl)c1Cl. RXN SMILES: [CH3:29][CH2:30][OH:31].[Cl:1][c:2]1[c:3]([O:4][CH2:5][C:6](=[O:7])[O:8][CH2:9][CH3:10])[cH:11][cH:12][c:13]([C:16](=[O:17])[c:18]2[cH:19][cH:20][n:21][n:22]2[CH2:23][O:24][CH2:25][CH3:26])[c:14]1[Cl:15].[Na+:28].[OH-:27]>>[Cl:1][c:2]1[c:3]([O:4][CH2:5][C:6](=[O:7])[OH:8])[cH:11][cH:12][c:13]([C:16](=[O:17])[c:18]2[cH:19][cH:20][n:21][n:22]2[CH2:23][O:24][CH2:25][CH3:26])[c:14]1[Cl:15]. Reactants: ClCC(=O)N(C1=C(C=CC=C1OC)OC)COC (alpha-chloro-N-[methoxymethyl]-N-[2,6-dimethoxyphenyl]acetamide), 3A, crude product, C(CC)O (n-propanol), CS(=O)(=O)O (methanesulfonic acid). Run at time 16 hour. Yields the product ClCC(=O)N(C1=C(C=CC=C1OC)OC)COCCC (alpha-chloro-N-[propoxymethyl]-N-[2,6-dimethoxyphenyl]acetamide). The solvent is CCOCC (ether). Reported procedure: A mixture containing alpha-chloro-N-[methoxymethyl]-N-[2,6-dimethoxyphenyl]acetamide (4.4 g; 0.0161 mole), 150 ml. of n-propanol and 0.2 ml. of methanesulfonic acid was heated at reflux temperature for 9 hours in a soxhlet extractor containing 22 g. of activated 3A molecular sieves. The reaction mixture was allowed to stand at 26° C. for 16 hours and was then concentrated in vacuo yielding a crude product. The crude product was taken up in ether and the ether solution was washed with a 5% sodium... The yield is 68.0%. Reaction SMILES: [Cl:1][CH2:2][C:3]([N:5]([CH2:16][O:17][CH3:18])[C:6]1[C:11]([O:12][CH3:13])=[CH:10][CH:9]=[CH:8][C:7]=1[O:14][CH3:15])=[O:4].[CH2:19](O)[CH2:20]C.CS(O)(=O)=O>CCOCC>[Cl:1][CH2:2][C:3]([N:5]([CH2:16][O:17][CH2:18][CH2:19][CH3:20])[C:6]1[C:11]([O:12][CH3:13])=[CH:10][CH:9]=[CH:8][C:7]=1[O:14][CH3:15])=[O:4]. Starting materials: BrC1=C(N(N=C1)C(C)C)C=1C=C(C=CC1OC)N (3-(4-bromo-2-isopropyl-2H-pyrazol-3-yl)-4-methoxy-phenylamine), ClC=1C=C(C=CC1F)N=C=O (3-chloro-4-fluoro phenyl isocyanate). Solvent: C(Cl)Cl (CH2Cl2). Reaction conditions: time 8 hour. The product is BrC1=C(N(N=C1)C(C)C)C=1C=C(C=CC1OC)NC(=O)NC1=CC(=C(C=C1)F)Cl (1-[3-(4-Bromo-2-isopropyl-2H-pyrazol-3-yl)-4-methoxy-phenyl]-3-(3-Chloro-4-fluoro-phenyl)-urea). The yield is 53.9%. Reaction SMILES: [Br:1][C:2]1[CH:6]=[N:5][N:4]([CH:7]([CH3:9])[CH3:8])[C:3]=1[C:10]1[CH:11]=[C:12]([NH2:18])[CH:13]=[CH:14][C:15]=1[O:16][CH3:17].[Cl:19][C:20]1[CH:21]=[C:22]([N:27]=[C:28]=[O:29])[CH:23]=[CH:24][C:25]=1[F:26]>C(Cl)Cl>[Br:1][C:2]1[CH:6]=[N:5][N:4]([CH:7]([CH3:9])[CH3:8])[C:3]=1[C:10]1[CH:11]=[C:12]([NH:18][C:28]([NH:27][C:22]2[CH:23]=[CH:24][C:25]([F:26])=[C:20]([Cl:19])[CH:21]=2)=[O:29])[CH:13]=[CH:14][C:15]=1[O:16][CH3:17]. Procedure: To a solution of 3-(4-bromo-2-isopropyl-2H-pyrazol-3-yl)-4-methoxy-phenylamine (0.08 g, 0.258 mmol) in CH2Cl2, was added 3-chloro-4-fluoro phenyl isocyanate (0.045 g, 0.263 mmol) and stirred overnight. The resulting precipitate was filtered and washed with methylene chloride/hexane (1:1), and dried in vacuo to yield Compound 52 as a colorless solid (0.067 g, 54%). LCMS m/z (%)=485 M+H+ (81Br 37Cl, 30), 483 M+H+ (81Br 35Cl, 100), 481 M+H+ (79Br 35Cl, 72), 1H NMR (400 MHz, CDCl3) δ: 7.7 (s, 1H), 7... Starting materials: CC(=O)O[BH-](OC(C)=O)OC(C)=O, C=O, CC(=O)O, CO, COC(=O)c1cnc(C2CCNCC2)nc1, [Na+]. The product is COC(=O)c1cnc(C2CCN(C)CC2)nc1. RXN SMILES: [C:1]([O:2][BH-:3]([O:4][C:5](=[O:6])[CH3:7])[O:8][C:9](=[O:10])[CH3:11])(=[O:12])[CH3:13].[CH2:31]=[O:32].[CH3:33][C:34](=[O:35])[OH:36].[CH3:37][OH:38].[NH:15]1[CH2:16][CH2:17][CH:18]([c:21]2[n:22][cH:23][c:24]([C:27](=[O:28])[O:29][CH3:30])[cH:25][n:26]2)[CH2:19][CH2:20]1.[Na+:14]>>[CH3:1][N:15]1[CH2:16][CH2:17][CH:18]([c:21]2[n:22][cH:23][c:24]([C:27](=[O:28])[O:29][CH3:30])[cH:25][n:26]2)[CH2:19][CH2:20]1. The reactants are CCCCCN1C(=O)C2(COc3cc(Br)ccc32)c2ccccc21, O=C([O-])[O-], CN(C)CC(=O)O, ClCCl, Cl, [Cs+], [Cs+], I[Cu]I, C1COCCO1, Oc1ccccc1. Product: CCCCCN1C(=O)C2(COc3cc(Oc4ccccc4)ccc32)c2ccccc21. Reaction SMILES: [Br:1][c:2]1[cH:3][c:4]2[c:5]([cH:23][cH:24]1)[C:6]1([CH2:7][O:8]2)[C:9](=[O:22])[N:10]([CH2:17][CH2:18][CH2:19][CH2:20][CH3:21])[c:11]2[cH:12][cH:13][cH:14][cH:15][c:16]21.[C:33](=[O:34])([O-:35])[O-:36].[CH3:26][N:27]([CH3:28])[CH2:29][C:30]([OH:31])=[O:32].[Cl:52][CH2:53][Cl:54].[ClH:25].[Cs+:37].[Cs+:38].[Cu:55]([I:56])[I:57].[O:46]1[CH2:47][CH2:48][O:49][CH2:50][CH2:51]1.[OH:39][c:40]1[cH:41][cH:42][cH:43][cH:44][cH:45]1>>[c:2]1([O:39][c:40]2[cH:41][cH:42][cH:43][cH:44][cH:45]2)[cH:3][c:4]2[c:5]([cH:23][cH:24]1)[C:6]1([CH2:7][O:8]2)[C:9](=[O:22])[N:10]([CH2:17][CH2:18][CH2:19][CH2:20][CH3:21])[c:11]2[cH:12][cH:13][cH:14][cH:15][c:16]21.